This data is from the Open Reaction Database (ORD), a public repository of structured organic reaction records. The task is: describe an organic reaction: reactants, conditions, products, and yield Reactants: C(C1=CC=CC=C1)OC(C(=O)NNC(=O)C1=NC(=C(C=C1NC(OC(C)(C)C)=O)C(F)(F)F)OC)(C(F)(F)F)C (tert-butyl 2-(2-(2-(benzyloxy)-3,3,3-trifluoro-2-methylpropanoyl)hydrazine carbonyl)-6-methoxy-5-(trifluoromethyl)pyridin-3-ylcarbamate), CC[N+](CC)(CC)S(=O)(=O)N=C([O-])OC (Burgess reagent). The solvent is C1CCOC1 (THF), CCOC(=O)C (EtOAc). Product: C(C1=CC=CC=C1)OC(C(F)(F)F)(C)C1=NN=C(O1)C1=NC(=C(C=C1NC(OC(C)(C)C)=O)C(F)(F)F)OC (tert-Butyl 2-(5-(2-(benzyloxy)-1,1,1-trifluoropropan-2-yl)-1,3,4-oxadiazol-2-yl)-6-methoxy-5-(trifluoromethyl)pyridin-3-ylcarbamate). As a reaction SMILES: [CH2:1]([O:8][C:9]([CH3:40])([C:36]([F:39])([F:38])[F:37])[C:10]([NH:12][NH:13][C:14]([C:16]1[C:21]([NH:22][C:23](=[O:29])[O:24][C:25]([CH3:28])([CH3:27])[CH3:26])=[CH:20][C:19]([C:30]([F:33])([F:32])[F:31])=[C:18]([O:34][CH3:35])[N:17]=1)=[O:15])=O)[C:2]1[CH:7]=[CH:6][CH:5]=[CH:4][CH:3]=1.CC[N+](S(N=C(OC)[O-])(=O)=O)(CC)CC>C1COCC1.CCOC(C)=O>[CH2:1]([O:8][C:9]([C:10]1[O:15][C:14]([C:16]2[C:21]([NH:22][C:23](=[O:29])[O:24][C:25]([CH3:27])([CH3:28])[CH3:26])=[CH:20][C:19]([C:30]([F:33])([F:31])[F:32])=[C:18]([O:34][CH3:35])[N:17]=2)=[N:13][N:12]=1)([CH3:40])[C:36]([F:37])([F:38])[F:39])[C:2]1[CH:3]=[CH:4][CH:5]=[CH:6][CH:7]=1. Procedure: A stirring suspension of tert-butyl 2-(2-(2-(benzyloxy)-3,3,3-trifluoro-2-methylpropanoyl)hydrazine carbonyl)-6-methoxy-5-(trifluoromethyl)pyridin-3-ylcarbamate (step 1) (1 g, 1.723 mmol) in dry THF (20 ml) was treated with Burgess reagent (3 equiv.) and heated at reflux under N2 for 1 h 45 min. The RM was reduced in vacuo to approximate volume of 5 ml and diluted with EtOAc (150 ml). The mixture was washed with 2M NaOH, 0.5M HCl, water, brine and dried (MgSO4) and concentrated in vacuo. The cru...